From a dataset of the Open Reaction Database (ORD), a public repository of structured organic reaction records. describe an organic reaction: reactants, conditions, products, and yield The reactants are C([O-])([O-])=O.[Na+].[Na+] (sodium carbonate), CN1C(=CC=C1)B1OC(C(O1)(C)C)(C)C (1-methyl-2-(4,4,5,5-tetramethyl-1,3,2-dioxaborolan-2-yl)-1H-pyrrole), BrC1=CC(=C(C(=O)OC(C)(C)C)C=C1)NC(=O)C=1C=NC=C(C1)C1=CC=CC=C1 (tert-butyl 4-bromo-2-(5-phenylpyridine-3-carboxamido)benzoate), aqueous solution, C(CC(O)(C(=O)O)CC(=O)O)(=O)O (citric acid), C([O-])([O-])=O.[Na+].[Na+] (sodium carbonate), CN1C(=CC=C1)B1OC(C(O1)(C)C)(C)C (1-methyl-2-(4,4,5,5-tetramethyl-1,3,2-dioxaborolan-2-yl)-1H-pyrrole). Reagents/catalysts: C=1C=CC(=CC1)[P](C=2C=CC=CC2)(C=3C=CC=CC3)[Pd]([P](C=4C=CC=CC4)(C=5C=CC=CC5)C=6C=CC=CC6)([P](C=7C=CC=CC7)(C=8C=CC=CC8)C=9C=CC=CC9)[P](C=1C=CC=CC1)(C=1C=CC=CC1)C=1C=CC=CC1 (tetrakis(triphenylphosphine)palladium(0)), C=1C=CC(=CC1)[P](C=2C=CC=CC2)(C=3C=CC=CC3)[Pd]([P](C=4C=CC=CC4)(C=5C=CC=CC5)C=6C=CC=CC6)([P](C=7C=CC=CC7)(C=8C=CC=CC8)C=9C=CC=CC9)[P](C=1C=CC=CC1)(C=1C=CC=CC1)C=1C=CC=CC1 (tetrakis(triphenylphosphine)palladium(0)). Solvent: C1(=CC=CC=C1)C (toluene), O (water), C(C)O (Ethanol), C(C)(=O)OCC (ethyl acetate), O (water), C(C)O (ethanol), C1(=CC=CC=C1)C (toluene). Product: CN1C(=CC=C1)C1=CC(=C(C(=O)OC(C)(C)C)C=C1)NC(=O)C=1C=NC=C(C1)C1=CC=CC=C1 (tert-butyl 4-(1-methyl-1H-pyrrol-2-yl)-2-(5-phenylpyridine-3-carboxamido)benzoate). The yield is 71.0%. As a reaction SMILES: C(=O)([O-])[O-].[Na+].[Na+].[CH3:7][N:8]1[CH:12]=[CH:11][CH:10]=[C:9]1B1OC(C)(C)C(C)(C)O1.Br[C:23]1[CH:35]=[CH:34][C:26]([C:27]([O:29][C:30]([CH3:33])([CH3:32])[CH3:31])=[O:28])=[C:25]([NH:36][C:37]([C:39]2[CH:40]=[N:41][CH:42]=[C:43]([C:45]3[CH:50]=[CH:49][CH:48]=[CH:47][CH:46]=3)[CH:44]=2)=[O:38])[CH:24]=1.C(O)(=O)CC(CC(O)=O)(C(O)=O)O>C1C=CC([P]([Pd]([P](C2C=CC=CC=2)(C2C=CC=CC=2)C2C=CC=CC=2)([P](C2C=CC=CC=2)(C2C=CC=CC=2)C2C=CC=CC=2)[P](C2C=CC=CC=2)(C2C=CC=CC=2)C2C=CC=CC=2)(C2C=CC=CC=2)C2C=CC=CC=2)=CC=1.C(OCC)(=O)C.O.C(O)C.C1(C)C=CC=CC=1>[CH3:7][N:8]1[CH:12]=[CH:11][CH:10]=[C:9]1[C:23]1[CH:35]=[CH:34][C:26]([C:27]([O:29][C:30]([CH3:32])([CH3:31])[CH3:33])=[O:28])=[C:25]([NH:36][C:37]([C:39]2[CH:40]=[N:41][CH:42]=[C:43]([C:45]3[CH:50]=[CH:49][CH:48]=[CH:47][CH:46]=3)[CH:44]=2)=[O:38])[CH:24]=1 |f:0.1.2,^1:67,69,88,107|. Reported procedure: Ethanol (0.62 mL), water (0.31 mL), sodium carbonate (70 mg), 1-methyl-2-(4,4,5,5-tetramethyl-1,3,2-dioxaborolan-2-yl)-1H-pyrrole (55 mg), and tetrakis(triphenylphosphine)palladium(0) (13 mg) were added to a toluene (2.1 mL) solution of tert-butyl 4-bromo-2-(5-phenylpyridine-3-carboxamido)benzoate (0.10 g), followed by heating to reflux under a nitrogen atmosphere for 2 hours. The reaction mixture was cooled to room temperature, and then sodium carbonate (23 mg), 1-methyl-2-(4,4,5,5-tetramethyl-... Starting materials: COc1cc(C)c(S(=O)(=O)N(Cc2ccc3c(c2)OCO3)C(C(=O)OCc2ccccc2)C(C)C)c(C)c1C, CCO, C1CCOC1. The product is COc1cc(C)c(S(=O)(=O)N(Cc2ccc3c(c2)OCO3)C(C(=O)O)C(C)C)c(C)c1C. As a reaction SMILES: [CH2:1]([c:2]1[cH:3][cH:4][cH:5][cH:6][cH:7]1)[O:8][C:9]([CH:10]([CH:11]([CH3:12])[CH3:13])[N:14]([S:15](=[O:16])(=[O:17])[c:18]1[c:19]([CH3:28])[c:20]([CH3:27])[c:21]([O:25][CH3:26])[cH:22][c:23]1[CH3:24])[CH2:29][c:30]1[cH:31][c:32]2[c:33]([cH:34][cH:35]1)[O:36][CH2:37][O:38]2)=[O:39].[CH2:45]([OH:46])[CH3:47].[O:40]1[CH2:41][CH2:42][CH2:43][CH2:44]1>>[O:8]=[C:9]([CH:10]([CH:11]([CH3:12])[CH3:13])[N:14]([S:15](=[O:16])(=[O:17])[c:18]1[c:19]([CH3:28])[c:20]([CH3:27])[c:21]([O:25][CH3:26])[cH:22][c:23]1[CH3:24])[CH2:29][c:30]1[cH:31][c:32]2[c:33]([cH:34][cH:35]1)[O:36][CH2:37][O:38]2)[OH:39]. Reactants: [Br-], CCS, CC[Mg+], CN(C)C=O, COc1ccc2ncc3c(c2c1)C(O)C(OC)(OC)CC3C, [H-], [Na+], C1CCOC1. The product is COC1(OC)CC(C)c2cnc3ccc(O)cc3c2C1O. As a reaction SMILES: [Br-:1].[CH2:29]([SH:30])[CH3:31].[CH2:2]([Mg+:3])[CH3:4].[CH3:37][N:38]([CH3:39])[CH:40]=[O:41].[CH3:5][O:6][c:7]1[cH:8][c:9]2[c:10]3[c:15]([cH:16][n:17][c:18]2[cH:19][cH:20]1)[CH:14]([CH3:21])[CH2:13][C:12]([O:22][CH3:23])([O:24][CH3:25])[CH:11]3[OH:26].[H-:27].[Na+:28].[O:32]1[CH2:33][CH2:34][CH2:35][CH2:36]1>>[OH:6][c:7]1[cH:8][c:9]2[c:10]3[c:15]([cH:16][n:17][c:18]2[cH:19][cH:20]1)[CH:14]([CH3:21])[CH2:13][C:12]([O:22][CH3:23])([O:24][CH3:25])[CH:11]3[OH:26]. Procedure: To a suspension of (N-n-butylcarbamoyl)methyltriphenylphosphonium chloride (16.63 g, 40.38 mmol), from Example B above, in tetrahydrofuran (200 mL) at 0-5° C. was added a solution of n-butyllithium in hexanes (18 mL, 2.5 M, 45 mmol). Upon addition of the n-butyllithium solution, the solution became homogeneous and the reaction mixture was stirred for 10 min at 5° C. 5-Formylfuran-2-sulfonic acid sodium salt (8.0 g, 40.38 mmol) was then added in one portion and the reaction mixture was stirred fo... The reactants are [Cl-].C(CCC)NC(=O)C[P+](C1=CC=CC=C1)(C1=CC=CC=C1)C1=CC=CC=C1 ((N-n-butylcarbamoyl)methyltriphenylphosphonium chloride), C(CCC)[Li] (n-butyllithium), [Na+].C(=O)C1=CC=C(O1)S(=O)(=O)[O-] (5-Formylfuran-2-sulfonic acid sodium salt), C(CCC)[Li] (n-butyllithium), hexanes. Reaction SMILES: [Cl-].[CH2:2]([NH:6][C:7]([CH2:9][P+](C1C=CC=CC=1)(C1C=CC=CC=1)C1C=CC=CC=1)=[O:8])[CH2:3][CH2:4][CH3:5].C([Li])CCC.[Na+:34].[CH:35]([C:37]1[O:41][C:40]([S:42]([O-:45])(=[O:44])=[O:43])=[CH:39][CH:38]=1)=O>O1CCCC1>[Na+:34].[CH2:2]([NH:6][C:7]([CH:9]=[CH:35][C:37]1[O:41][C:40]([S:42]([O-:45])(=[O:44])=[O:43])=[CH:39][CH:38]=1)=[O:8])[CH2:3][CH2:4][CH3:5] |f:0.1,3.4,6.7|. Yields the product [Na+].C(CCC)NC(=O)C=CC1=CC=C(O1)S(=O)(=O)[O-] (5-[2-(N-n-Butylcarbamoyl)eth-1-enyl]- furan-2-sulfonic Acid Sodium Salt). Yield: 69.1%. The solvent is C1CCOC1 (THF), O1CCCC1 (tetrahydrofuran). Reaction conditions: temperature 5 celsius, time 10 minute. Starting materials: BrC1=C(C=C(C(=C1)F)[N+](=O)[O-])CC(=O)OCC (Ethyl 2-(2-bromo-4-fluoro-5-nitrophenyl)acetate), C[Si](C)(C)C#C (trimethylsilylacetylene). Reagents/catalysts: Cl[Pd]([P](C1=CC=CC=C1)(C2=CC=CC=C2)C3=CC=CC=C3)([P](C4=CC=CC=C4)(C5=CC=CC=C5)C6=CC=CC=C6)Cl (PdCl2(PPh3)2), [Cu]I (CuI). Run in CCN(CC)CC (Et3N). Conditions: temperature 50 celsius. Product: FC1=CC(=C(C=C1[N+](=O)[O-])CC(=O)OCC)C#C[Si](C)(C)C (ethyl 2-(4-fluoro-5-nitro-2-(2-(trimethylsilyl)ethynyl)phenyl)acetate). Isolated yield 62.4%. RXN SMILES: Br[C:2]1[CH:7]=[C:6]([F:8])[C:5]([N+:9]([O-:11])=[O:10])=[CH:4][C:3]=1[CH2:12][C:13]([O:15][CH2:16][CH3:17])=[O:14].[CH3:18][Si:19]([C:22]#[CH:23])([CH3:21])[CH3:20]>CCN(CC)CC.Cl[Pd](Cl)([P](C1C=CC=CC=1)(C1C=CC=CC=1)C1C=CC=CC=1)[P](C1C=CC=CC=1)(C1C=CC=CC=1)C1C=CC=CC=1.[Cu]I>[F:8][C:6]1[C:5]([N+:9]([O-:11])=[O:10])=[CH:4][C:3]([CH2:12][C:13]([O:15][CH2:16][CH3:17])=[O:14])=[C:2]([C:23]#[C:22][Si:19]([CH3:21])([CH3:20])[CH3:18])[CH:7]=1 |^1:33,52|. Reported procedure: Ethyl 2-(2-bromo-4-fluoro-5-nitrophenyl)acetate (1.00 g, 3.27 mmol), PdCl2(PPh3)2 (115 mg, 0.16 mmol), CuI (44 mg, 0.23 mmol), and trimethylsilylacetylene (0.7 mL, 4.9 mmol) were dissolved in Et3N (5 mL). The mixture was immediately degassed by vacuum, and the flask was charged with N2. The mixture was heated overnight at 50° C. Water was added and then the solution was extracted with EtOAc (3×). The organic was washed with NH4Cl, brine and dried (MgSO4). The solvent was removed and then the res... Starting materials: Cl.C(C1=CC=CC=C1)OC=1C(=NC=C(C1)Br)NC=1SC=C(N1)C (3-(benzyloxy)-5-bromo-N-(4-methylthiazol-2-yl)pyridin-2-amine hydrochloride), [Li]C (MeLi), C(CCC)[Li] (butyllithium), C(C)=O (acetaldehyde). Product: C(C1=CC=CC=C1)OC=1C=C(C=NC1NC=1SC=C(N1)C)C(C)O (1-(5-(benzyloxy)-6-(4-methylthiazol-2-ylamino)pyridin-3-yl)ethanol). The yield is 58.9%. RXN SMILES: Cl.[CH2:2]([O:9][C:10]1[C:11]([NH:17][C:18]2[S:19][CH:20]=[C:21]([CH3:23])[N:22]=2)=[N:12][CH:13]=[C:14](Br)[CH:15]=1)[C:3]1[CH:8]=[CH:7][CH:6]=[CH:5][CH:4]=1.[Li]C.C([Li])CCC.[CH:31](=[O:33])[CH3:32]>>[CH2:2]([O:9][C:10]1[CH:15]=[C:14]([CH:31]([OH:33])[CH3:32])[CH:13]=[N:12][C:11]=1[NH:17][C:18]1[S:19][CH:20]=[C:21]([CH3:23])[N:22]=1)[C:3]1[CH:8]=[CH:7][CH:6]=[CH:5][CH:4]=1 |f:0.1|. Procedure: 3-(Benzyloxy)-5-bromo-N-(4-methylthiazol-2-yl)pyridin-2-amine (prepared according to Example 1) (0.350 g, 0.930 mmol), MeLi (0.727 mL, 1.16 mmol), butyllithium (0.465 mL, 1.16 mmol), and acetaldehyde (0.0410 g, 0.930 mmol) were reacted according to the method of Example 7 to provide 1-(5-(benzyloxy)-6-(4-methylthiazol-2-ylamino)pyridin-3-yl)ethanol (0.187 g, 58.8%). Mass spectrum (apci) m/z=342.1 (M+H). The reactants are CCOC(=O)c1cc2c(CC)nc(CC)cc2[nH]c1=O, CCNCC, CO, C[Al](C)C, ClCCl, Cl. Yields the product CCOC(=O)c1c(O)c2c(CC)nc(CC)cc2[nH]c1=O. Reaction SMILES: [CH2:10]([CH3:11])[c:12]1[c:13]2[cH:14][c:15]([C:25](=[O:26])[O:27][CH2:28][CH3:29])[c:16](=[O:24])[nH:17][c:18]2[cH:19][c:20]([CH2:22][CH3:23])[n:21]1.[CH2:1]([NH:2][CH2:3][CH3:4])[CH3:5].[CH3:31][OH:32].[CH3:6][Al:7]([CH3:8])[CH3:9].[Cl:33][CH2:34][Cl:35].[ClH:30]>>[CH2:10]([CH3:11])[c:12]1[c:13]2[c:14]([OH:32])[c:15]([C:25](=[O:26])[O:27][CH2:28][CH3:29])[c:16](=[O:24])[nH:17][c:18]2[cH:19][c:20]([CH2:22][CH3:23])[n:21]1.